This data is from the Open Reaction Database (ORD), a public repository of structured organic reaction records. The task is: describe an organic reaction: reactants, conditions, products, and yield Reactants: C1(=CC=CC=C1O)C (cresol), [Si](Cl)(Cl)(Cl)Cl (silicon tetrachloride). Reaction conditions: time 5 hour. Product: Cl[Si].C1(=CC=CC=C1)O (phenol chlorosilicon). RXN SMILES: [C:1]1(C)[C:6]([OH:7])=[CH:5][CH:4]=[CH:3][CH:2]=1.[Si:9](Cl)(Cl)(Cl)[Cl:10]>>[Cl:10][Si:9].[C:6]1([OH:7])[CH:1]=[CH:2][CH:3]=[CH:4][CH:5]=1 |f:2.3|. Reported procedure: About 1 mol of fine granular hydrated silica, 0.5 mol of cresol and 1 mol of silicon tetrachloride are slowly added simultaneously while agitating and keeping the temperature below the boiling temperature for 1 to 2 hours; the reaction is complete in 2 to 8 hours, thereby producing a phenol chlorosilicon acid resinous product. To this resinous product about 1 mol of a ketone, acetone, is slowly added while agitating and keeping the temperature below the boiling temperature of the mixture for 1 t... Starting materials: O=C1CCC(=O)N1Br, Cc1cc(Cl)cc(C(C)(C)C)c1, O=C(OOC(=O)c1ccccc1)c1ccccc1, ClC(Cl)(Cl)Cl. RXN SMILES: [Br:13][N:14]1[C:15](=[O:16])[CH2:17][CH2:18][C:19]1=[O:20].[C:1]([CH3:2])([CH3:3])([CH3:4])[c:5]1[cH:6][c:7]([CH3:12])[cH:8][c:9]([Cl:11])[cH:10]1.[C:21]([O:22][O:23][C:24](=[O:25])[c:26]1[cH:27][cH:28][cH:29][cH:30][cH:31]1)(=[O:32])[c:33]1[cH:34][cH:35][cH:36][cH:37][cH:38]1.[C:39]([Cl:40])([Cl:41])([Cl:42])[Cl:43]>>[C:1]([CH3:2])([CH3:3])([CH3:4])[c:5]1[cH:6][c:7]([CH2:12][Br:13])[cH:8][c:9]([Cl:11])[cH:10]1. Yields the product CC(C)(C)c1cc(Cl)cc(CBr)c1.